From a dataset of the Open Reaction Database (ORD), a public repository of structured organic reaction records. describe an organic reaction: reactants, conditions, products, and yield Reactants: CN1C=2C(C(NC3=C1C=CC=C3)=S)=CSC2 (4,9-dihydro-4-methyl-10H-thieno[3,4-b][1,5]benzodiazepin-10-thione), S(=O)(=O)(OC)[O-] (methyl sulfate), O1CCOCC1 (dioxane), [OH-].[K+] (potassium hydroxide). Run in CO (methanol), CO (methanol). Run at time 3 hour. Product: CN1C=2C(C(=NC3=C1C=CC=C3)SC)=CSC2 (4-Methyl-10-(methylthio)-4H-thieno[3,4-b][1,5]benzodiazepine). Reaction SMILES: [CH3:1][N:2]1[C:8]2[CH:9]=[CH:10][CH:11]=[CH:12][C:7]=2[NH:6][C:5](=[S:13])[C:4]2=[CH:14][S:15][CH:16]=[C:3]12.O1CCOC[CH2:18]1.[OH-].[K+].S([O-])(OC)(=O)=O>CO>[CH3:1][N:2]1[C:8]2[CH:9]=[CH:10][CH:11]=[CH:12][C:7]=2[N:6]=[C:5]([S:13][CH3:18])[C:4]2=[CH:14][S:15][CH:16]=[C:3]12 |f:2.3|. Procedure: To a stirred suspension of 0.7 g. of 4,9-dihydro-4-methyl-10H-thieno[3,4-b][1,5]benzodiazepin-10-thione in 10 ml. of dioxane is added dropwise and simultaneously at 30°-40° C., a solution of 0.95 g. of potassium hydroxide in 10 ml. of methanol and 0.8 ml. of methyl sulfate. After addition is complete the mixture is stirred for 3 hours, diluted with methanol and filtered. The filtrate is concentrated to about 20 ml., diluted with water and extracted with chloroform. The chloroform solution is con... Reactants: N1CCOCC1 (Morpholine), C(C=C)OC(=O)N1C[C@H](C[C@H]1C(C1=NC=C2SC=CN21)O)SC=2[C@@H]([C@H]1N(C2C(=O)OCC=C)C([C@@H]1[C@@H](C)O)=O)C (allyl(1R,5S,6S)-2-[(3S,5S)-1-allyloxycarbonyl-5-[1-hydroxy-1-(imidazo[5,1-b]thiazol-5-yl)methyl]pyrrolidin-3-yl]thio-6-((1R)-1-hydroxyethyl)-1-methylcarbapen-2-em-3-carboxylate), C1(=CC=CC=C1)P(C1=CC=CC=C1)C1=CC=CC=C1 (triphenylphosphine), CO (methanol). The reagents and catalysts are C=1C=CC(=CC1)[P](C=2C=CC=CC2)(C=3C=CC=CC3)[Pd]([P](C=4C=CC=CC4)(C=5C=CC=CC5)C=6C=CC=CC6)([P](C=7C=CC=CC7)(C=8C=CC=CC8)C=9C=CC=CC9)[P](C=1C=CC=CC1)(C=1C=CC=CC1)C=1C=CC=CC1 (tetrakis(triphenylphosphine)palladium(0)). Run in C1CCOC1 (THF), ClCCl (dichloromethane), C(C)(=O)OCC (Ethyl acetate). Run at time 30 minute. The product is O[C@H](C)[C@@H]1[C@@H]2N(C(=C([C@@H]2C)S[C@@H]2CN[C@@H](C2)C(C2=NC=C3SC=CN32)O)C(=O)O)C1=O ((1R,5S,6S)-6-((1R)-1-Hydroxyethyl)-2-[(3S,5S)-5-[1-hydroxy-1-(imidazo[5,1-b]thiazol-5-yl)methyl]pyrrolidin-3-yl]thio-1-methylcarbapen-2-em-3-carboxylic acid). Yield: 93.5%. As a reaction SMILES: N1CCOCC1.C(OC([N:13]1[C@H:17]([CH:18]([OH:27])[C:19]2[N:26]3[C:22]([S:23][CH:24]=[CH:25]3)=[CH:21][N:20]=2)[CH2:16][C@H:15]([S:28][C:29]2[C@H:30]([CH3:46])[C@@H:31]3[C@@H:41]([C@H:42]([OH:44])[CH3:43])[C:40](=[O:45])[N:32]3[C:33]=2[C:34]([O:36]CC=C)=[O:35])[CH2:14]1)=O)C=C.C1(P(C2C=CC=CC=2)C2C=CC=CC=2)C=CC=CC=1.CO>C1COCC1.C1C=CC([P]([Pd]([P](C2C=CC=CC=2)(C2C=CC=CC=2)C2C=CC=CC=2)([P](C2C=CC=CC=2)(C2C=CC=CC=2)C2C=CC=CC=2)[P](C2C=CC=CC=2)(C2C=CC=CC=2)C2C=CC=CC=2)(C2C=CC=CC=2)C2C=CC=CC=2)=CC=1.ClCCl.C(OCC)(=O)C>[OH:44][C@@H:42]([C@H:41]1[C:40](=[O:45])[N:32]2[C:33]([C:34]([OH:36])=[O:35])=[C:29]([S:28][C@H:15]3[CH2:16][C@@H:17]([CH:18]([OH:27])[C:19]4[N:26]5[C:22]([S:23][CH:24]=[CH:25]5)=[CH:21][N:20]=4)[NH:13][CH2:14]3)[C@H:30]([CH3:46])[C@H:31]12)[CH3:43] |^1:76,78,97,116|. Procedure: Morpholine (0.026 ml) and 6.5 mg of tetrakis(triphenylphosphine)palladium(0) are added to a solution of 65.6 mg of allyl(1R,5S,6S)-2-[(3S,5S)-1-allyloxycarbonyl-5-[1-hydroxy-1-(imidazo[5,1-b]thiazol-5-yl)methyl]pyrrolidin-3-yl]thio-6-((1R)-1-hydroxyethyl)-1-methylcarbapen-2-em-3-carboxylate (stereoisomer A) and 12 mg of triphenylphosphine in a mixture of 0.55 ml of anhydrous THF with 0.55 ml of dry methanol, and the mixture is stirred in an argon atmosphere at room temperature for 30 min. Ethyl ... The reactants are CC(=O)OCc1ncc2n1-c1ccc(Cl)cc1C(c1ccccc1F)=[N+]([O-])C2, ClCCl, ClP(Cl)Cl. The product is CC(=O)OCc1ncc2n1-c1ccc(Cl)cc1C(c1ccccc1F)=NC2. Reaction SMILES: [C:1]([CH3:2])(=[O:3])[O:4][CH2:5][c:6]1[n:7][cH:8][c:9]2[n:10]1-[c:11]1[c:12]([cH:24][c:25]([Cl:28])[cH:26][cH:27]1)[C:13]([c:17]1[c:18]([F:23])[cH:19][cH:20][cH:21][cH:22]1)=[N+:14]([O-:16])[CH2:15]2.[CH2:33]([Cl:34])[Cl:35].[Cl:29][P:30]([Cl:31])[Cl:32]>>[C:1]([CH3:2])(=[O:3])[O:4][CH2:5][c:6]1[n:7][cH:8][c:9]2[n:10]1-[c:11]1[c:12]([cH:24][c:25]([Cl:28])[cH:26][cH:27]1)[C:13]([c:17]1[c:18]([F:23])[cH:19][cH:20][cH:21][cH:22]1)=[N:14][CH2:15]2. The reactants are CNC(=O)C1=C(OC2=C1C=C(C(=C2)C(C)=O)C2CC2)C2=CC=C(C=C2)OC2=CC=CC=C2 (6-acetyl-5-cyclopropyl-2-(4-phenoxy-phenyl)-benzofuran-3-carboxylic acid methylamide), CN (methylamine), C[Mg]Br (methyl magnesium bromide), p-fluorophenyl, FC1=CC=C(C=C1)O (p-fluoro-phenol), ethyl ester. The product is CNC(=O)C1=C(OC2=C1C=C(C(=C2)C(C)(C)O)C2CC2)C2=CC=C(C=C2)OC2=CC=C(C=C2)F (5-Cyclopropyl-2-[4-(4-fluoro-phenoxy)-phenyl]-6-(1-hydroxy-1-methyl-ethyl)-benzofuran-3-carboxylic acid methylamide). As a reaction SMILES: [CH3:1][NH:2][C:3]([C:5]1[C:9]2[CH:10]=[C:11]([CH:17]3[CH2:19][CH2:18]3)[C:12]([C:14](=[O:16])[CH3:15])=[CH:13][C:8]=2[O:7][C:6]=1[C:20]1[CH:25]=[CH:24][C:23](OC2C=CC=CC=2)=[CH:22][CH:21]=1)=[O:4].[F:33][C:34]1[CH:39]=[CH:38][C:37]([OH:40])=[CH:36][CH:35]=1.CN.[CH3:43][Mg]Br>>[CH3:1][NH:2][C:3]([C:5]1[C:9]2[CH:10]=[C:11]([CH:17]3[CH2:18][CH2:19]3)[C:12]([C:14]([OH:16])([CH3:15])[CH3:43])=[CH:13][C:8]=2[O:7][C:6]=1[C:20]1[CH:21]=[CH:22][C:23]([O:40][C:37]2[CH:38]=[CH:39][C:34]([F:33])=[CH:35][CH:36]=2)=[CH:24][CH:25]=1)=[O:4]. Reported procedure: I-86 is prepared analogously except the starting material was 6-acetyl-5-cyclopropyl-2-(4-phenoxy-phenyl)-benzofuran-3-carboxylic acid methylamide. I-103 and I-104 can be prepared from A-2c by introduction of the p-fluorophenyl by Suzuki coupling with p-fluoro-phenol (see step 5 of example 3), Freidel-Crafts acylation, hydrolysis of the ethyl ester and coupling with methylamine and addition of methyl magnesium bromide as carried described in the current example. The reactants are CO (methanol), OC1=C(C=CC=C1N\N=C/1\C(=NN(C1=O)C1=CC=2CCCCC2C=C1)C)C1=CC=C(O1)C(=O)O ((Z)-5-(2-hydroxy-3-{N′-[3-methyl-5-oxo-1-(5,6,7,8-tetrahydro-naphthalen-2-yl)-1,5-dihydro-pyrazol-4-ylidene]-hydrazino}-phenyl)-furan-2-carboxylic acid), N(C)C[C@H](O)[C@@H](O)[C@H](O)[C@H](O)CO.N(C)C[C@H](O)[C@@H](O)[C@H](O)[C@H](O)CO.OC1=C(C=CC=C1NN=C1C(=NN(C1=O)C1=CC=2CCCCC2C=C1)C)C1=C(OC=C1)C(=O)O (2-hydroxy-3-{N′-[3-methyl-5-oxo-1-(5,6,7,8-tetrahydro-naphthalen-2-yl)-1,5-dihydro-pyrazol-4-ylidene]-hydrazino}-phenyl-furan-2-carboxylic acid bis-(meglumine)). The solvent is O1CCCC1 (tetrahydrofuran). Conditions: time 8 hour. Yields the product N(C)C[C@H](O)[C@@H](O)[C@H](O)[C@H](O)CO.N(C)C[C@H](O)[C@@H](O)[C@H](O)[C@H](O)CO.OC1=C(C=CC=C1NN=C1C(=NN(C1=O)C1=CC=2CCCCC2C=C1)C)C1=C(OC=C1)C(=O)O (2-hydroxy-3-{N′-[3-methyl-5-oxo-1-(5,6,7,8-tetrahydro-naphthalen-2-yl)-1,5-dihydro-pyrazol-4-ylidene]-hydrazino}-phenyl-furan-2-carboxylic acid bis-(meglumine)), N(C)C[C@H](O)[C@@H](O)[C@H](O)[C@H](O)CO.N(C)C[C@H](O)[C@@H](O)[C@H](O)[C@H](O)CO.OC1=C(C=CC=C1N\N=C/1\C(=NN(C1=O)C1=CC=2CCCCC2C=C1)C)C1=CC=C(O1)C(=O)O ((Z)-5-(2-hydroxy-3-{N′-[3-methyl-5-oxo-1-(5,6,7,8-tetrahydro-naphthalen-2-yl)-1,5-dihydro-pyrazol-4-ylidene]-hydrazino}-phenyl)-furan-2-carboxylic acid bis-(meglumine)). The yield is 134.9%. RXN SMILES: [OH:1][C:2]1[C:7]([NH:8]/[N:9]=[C:10]2/[C:11]([CH3:26])=[N:12][N:13]([C:16]3[CH:25]=[CH:24][C:23]4[CH2:22][CH2:21][CH2:20][CH2:19][C:18]=4[CH:17]=3)[C:14]/2=[O:15])=[CH:6][CH:5]=[CH:4][C:3]=1[C:27]1[O:31][C:30]([C:32]([OH:34])=[O:33])=[CH:29][CH:28]=1.[NH:35]([CH2:37][C@@H:38]([C@H:40]([C@@H:42]([C@@H:44]([CH2:46][OH:47])[OH:45])[OH:43])[OH:41])[OH:39])[CH3:36].[NH:48]([CH2:50][C@@H:51]([C@H:53]([C@@H:55]([C@@H:57]([CH2:59][OH:60])[OH:58])[OH:56])[OH:54])[OH:52])[CH3:49].[OH:61][C:62]1[C:67]([NH:68][N:69]=[C:70]2[C:74](=[O:75])[N:73]([C:76]3[CH:85]=[CH:84][C:83]4[CH2:82][CH2:81][CH2:80][CH2:79][C:78]=4[CH:77]=3)[N:72]=[C:71]2[CH3:86])=[CH:66][CH:65]=[CH:64][C:63]=1[C:87]1[CH:91]=[CH:90][O:89][C:88]=1[C:92]([OH:94])=[O:93].CO>O1CCCC1>[NH:35]([CH2:37][C@@H:38]([C@H:40]([C@@H:42]([C@@H:44]([CH2:46][OH:47])[OH:45])[OH:43])[OH:41])[OH:39])[CH3:36].[NH:48]([CH2:50][C@@H:51]([C@H:53]([C@@H:55]([C@@H:57]([CH2:59][OH:60])[OH:58])[OH:56])[OH:54])[OH:52])[CH3:49].[OH:61][C:62]1[C:67]([NH:68][N:69]=[C:70]2[C:74](=[O:75])[N:73]([C:76]3[CH:85]=[CH:84][C:83]4[CH2:82][CH2:81][CH2:80][CH2:79][C:78]=4[CH:77]=3)[N:72]=[C:71]2[CH3:86])=[CH:66][CH:65]=[CH:64][C:63]=1[C:87]1[CH:91]=[CH:90][O:89][C:88]=1[C:92]([OH:94])=[O:93].[NH:35]([CH2:37][C@@H:38]([C@H:40]([C@@H:42]([C@@H:44]([CH2:46][OH:47])[OH:45])[OH:43])[OH:41])[OH:39])[CH3:36].[NH:35]([CH2:37][C@@H:38]([C@H:40]([C@@H:42]([C@@H:44]([CH2:46][OH:47])[OH:45])[OH:43])[OH:41])[OH:39])[CH3:36].[OH:1][C:2]1[C:7]([NH:8]/[N:9]=[C:10]2/[C:11]([CH3:26])=[N:12][N:13]([C:16]3[CH:25]=[CH:24][C:23]4[CH2:22][CH2:21][CH2:20][CH2:19][C:18]=4[CH:17]=3)[C:14]/2=[O:15])=[CH:6][CH:5]=[CH:4][C:3]=1[C:27]1[O:31][C:30]([C:32]([OH:34])=[O:33])=[CH:29][CH:28]=1 |f:1.2.3,6.7.8,9.10.11|. Reported procedure: (Z)-5-(2-hydroxy-3-{N′-[3-methyl-5-oxo-1-(5,6,7,8-tetrahydro-naphthalen-2-yl)-1,5-dihydro-pyrazol-4-ylidene]-hydrazino}-phenyl)-furan-2-carboxylic acid 7d (100 mg, 0.22 mmol) was suspended in 5 mL of tetrahydrofuran to form a dark red suspension. The reaction mixture was added with meglumine (85 mg, 0.44 mmol), and stirred at room temperature overnight. The resulting solution was added with 4 mL of methanol and concentrated under reduced pressure to obtain the title compound (Z)-5-(2-hydroxy-3-{... The reactants are N([C@H](CC1=CC=CC=C1)C(=O)N1[C@H](C(=O)OCC2=CC=CC=C2)CCC1)C(=O)OC(C)(C)C (Boc-D-Phe-Pro-OBn), O.[OH-].[Li+] (lithium hydroxide monohydrate). Run in O1CCOCC1 (p-dioxane), O (water). Run at time 4 hour. The product is N([C@H](CC1=CC=CC=C1)C(=O)N1[C@H](C(=O)O)CCC1)C(=O)OC(C)(C)C (Boc-D-Phe-Pro-OH). The yield is 78.5%. RXN SMILES: [NH:1]([C:27]([O:29][C:30]([CH3:33])([CH3:32])[CH3:31])=[O:28])[C@@H:2]([C:10]([N:12]1[CH2:26][CH2:25][CH2:24][C@H:13]1[C:14]([O:16]CC1C=CC=CC=1)=[O:15])=[O:11])[CH2:3][C:4]1[CH:9]=[CH:8][CH:7]=[CH:6][CH:5]=1.O.[OH-].[Li+]>O1CCOCC1.O>[NH:1]([C:27]([O:29][C:30]([CH3:33])([CH3:32])[CH3:31])=[O:28])[C@@H:2]([C:10]([N:12]1[CH2:26][CH2:25][CH2:24][C@H:13]1[C:14]([OH:16])=[O:15])=[O:11])[CH2:3][C:4]1[CH:5]=[CH:6][CH:7]=[CH:8][CH:9]=1 |f:1.2.3|. Reported procedure: To a solution of Boc-D-Phe-Pro-OBn (145 g, 320 mmol) in p-dioxane (660 mL) was added a solution of lithium hydroxide monohydrate (54 g, 1,280 mmol) in water (330 mL) with vigorous stirring. After 4 hours, the solution was concentrated in vacuo to about one-fourth the original volume and diluted with water (350 mL) and 0.1N sodium hydroxide (100 mL). The aqueous phase was washed three times with diethyl ether (250 mL) and then acidified to pH 3 with solid citric acid which caused a precipitate to...